From a dataset of the Open Reaction Database (ORD), a public repository of structured organic reaction records. describe an organic reaction: reactants, conditions, products, and yield The reactants are OC1=C(C=C2C(=NC=NC2=C1)OC=1C=C2C=C(NC2=CC1)C)OC (7-hydroxy-6-methoxy-4-(2-methylindol-5-yloxy)quinazoline), C([O-])([O-])=O.[K+].[K+] (potassium carbonate), CC1=CC=C(C=C1)S(=O)(=O)OC[C@H]2CO2 ((2R)-(−)-glycidyl tosylate). The solvent is CN(C)C=O (DMF). Reaction conditions: temperature 60 celsius, time 2 hour. Product: COC=1C=C2C(=NC=NC2=CC1OC[C@@H]1OC1)OC=1C=C2C=C(NC2=CC1)C ((2R)-6-methoxy-4-(2-methylindol-5-yloxy)-7-(oxiran-2-ylmethoxy)quinazoline). Yield: 52.7%. RXN SMILES: [OH:1][C:2]1[CH:11]=[C:10]2[C:5]([C:6]([O:12][C:13]3[CH:14]=[C:15]4[C:19](=[CH:20][CH:21]=3)[NH:18][C:17]([CH3:22])=[CH:16]4)=[N:7][CH:8]=[N:9]2)=[CH:4][C:3]=1[O:23][CH3:24].C(=O)([O-])[O-].[K+].[K+].CC1C=CC(S(O[CH2:42][C@@H:43]2[O:45][CH2:44]2)(=O)=O)=CC=1>CN(C=O)C>[CH3:24][O:23][C:3]1[CH:4]=[C:5]2[C:10](=[CH:11][C:2]=1[O:1][CH2:42][C@H:43]1[CH2:44][O:45]1)[N:9]=[CH:8][N:7]=[C:6]2[O:12][C:13]1[CH:14]=[C:15]2[C:19](=[CH:20][CH:21]=1)[NH:18][C:17]([CH3:22])=[CH:16]2 |f:1.2.3|. Procedure: A mixture of 7-hydroxy-6-methoxy-4-(2-methylindol-5-yloxy)quinazoline (300 mg, 0.93 mmol), (prepared as described in Example 49), potassium carbonate (385 mg, 2.79 mmol) and (2R)-(−)-glycidyl tosylate (426 mg, 2.79 mmol) in DMF (15 ml) was stirred at 60° C. for 2 hours and allowed to cool to ambient temperature. The reaction mixture was filtered and the filtrate exaporated in vacuo. The residue was dissolved in dichloromethane and washed with saturated sodium hydrogen carbonate solution. The org...